This data is from the Open Reaction Database (ORD), a public repository of structured organic reaction records. The task is: describe an organic reaction: reactants, conditions, products, and yield Starting materials: C(#N)C1=NNC2=NC(=NC(=C21)N)C2=CC=NC=C2 (3-cyano-6-(4-pyridyl)-pyrazolo[3,4-d]pyrimidin-4-amine), [H-].[Na+] (NaH), C1(CCCC1)Br (cyclopentyl bromide). Run in CN(C)C=O (DMF), CN(C)C=O (DMF). Reaction conditions: time 30 minute. The product is C1(CCCC1)N1N=C(C=2C1=NC(=NC2N)C2=CC=NC=C2)C#N (1-cyclopentyl-3-cyano-6-(4-pyridyl)-pyrazolo[3,4-d]pyrimidin-4-amine). Yield: 7.4%. RXN SMILES: [H-].[Na+].[C:3]([C:5]1[C:13]2[C:8](=[N:9][C:10]([C:15]3[CH:20]=[CH:19][N:18]=[CH:17][CH:16]=3)=[N:11][C:12]=2[NH2:14])[NH:7][N:6]=1)#[N:4].[CH:21]1(Br)[CH2:25][CH2:24][CH2:23][CH2:22]1>CN(C=O)C>[CH:21]1([N:7]2[C:8]3=[N:9][C:10]([C:15]4[CH:20]=[CH:19][N:18]=[CH:17][CH:16]=4)=[N:11][C:12]([NH2:14])=[C:13]3[C:5]([C:3]#[N:4])=[N:6]2)[CH2:25][CH2:24][CH2:23][CH2:22]1 |f:0.1|. Procedure: To a suspension of 97% NaH (0.64 g, 0.026 mol) in DMF (75 ml) was added 3-cyano-6-(4-pyridyl)-pyrazolo[3,4-d]pyrimidin-4-amine (4.7 g, 0.02 mol). The reaction mixture was stirred at room temperature for 30 minutes then cyclopentyl bromide (3.1 g, 0.021 mol) in DMF (25 ml) was added dropwise. The reaction mixture was heated on a steam bath for 3 hours, cooled to room temperature and stirred for 24 hours. Inorganic salts were removed by filtration and the filtrate was concentrated in vacuo. The re... Run in CC(=O)C (acetone). Procedure: In 70 mL of acetone combine 4.08 g (10.48 mmol) of 2-(3-bromopropoxy)-5-chloro-1-iodo-3-methylbenzene, 2.67 g (10.49 mmol) of 2-iodo-4-chlorophenol (Prepared in a manner similar to Preparation 7) and 3.06 g (22.14 mmol) of potassium carbonate. Reflux overnight, filter, cool and concentrate to give an off white solid, which is crystallized using acetonitrile to yield 5.18 g (88%) of 5-chloro-2-(3-(4-chloro-2-iodophenoxy)propoxy)-1-iodo-3-methylbenzene as a white powder. 1H NMR (400 MHz, CDCl3) δ ... Starting materials: BrCCCOC1=C(C=C(C=C1C)Cl)I (2-(3-bromopropoxy)-5-chloro-1-iodo-3-methylbenzene), IC1=C(C=CC(=C1)Cl)O (2-iodo-4-chlorophenol), C([O-])([O-])=O.[K+].[K+] (potassium carbonate). Yields the product ClC=1C=C(C(=C(C1)I)OCCCOC1=C(C=C(C=C1)Cl)I)C (5-chloro-2-(3-(4-chloro-2-iodophenoxy)propoxy)-1-iodo-3-methylbenzene). RXN SMILES: Br[CH2:2][CH2:3][CH2:4][O:5][C:6]1[C:11]([CH3:12])=[CH:10][C:9]([Cl:13])=[CH:8][C:7]=1[I:14].[I:15][C:16]1[CH:21]=[C:20]([Cl:22])[CH:19]=[CH:18][C:17]=1[OH:23].C(=O)([O-])[O-].[K+].[K+]>CC(C)=O>[Cl:13][C:9]1[CH:10]=[C:11]([CH3:12])[C:6]([O:5][CH2:4][CH2:3][CH2:2][O:23][C:17]2[CH:18]=[CH:19][C:20]([Cl:22])=[CH:21][C:16]=2[I:15])=[C:7]([I:14])[CH:8]=1 |f:2.3.4|. The yield is 87.8%. Starting materials: NCCSCC=1N=NC=CC1 (3-[(2-aminoethyl)-thiomethyl]pyridazine), C(C1=CC=CC=C1)(=O)N=C=S (benzoyl isothiocyanate). Product: C(C1=CC=CC=C1)(=O)NC(=S)NCCSCC=1N=NC=CC1 (N-benzoyl-N'-[2-(3-pyridazinylmethylthio)ethyl]thiourea). Reaction SMILES: [NH2:1][CH2:2][CH2:3][S:4][CH2:5][C:6]1[N:7]=[N:8][CH:9]=[CH:10][CH:11]=1.[C:12]([N:20]=[C:21]=[S:22])(=[O:19])[C:13]1[CH:18]=[CH:17][CH:16]=[CH:15][CH:14]=1>>[C:12]([NH:20][C:21]([NH:1][CH2:2][CH2:3][S:4][CH2:5][C:6]1[N:7]=[N:8][CH:9]=[CH:10][CH:11]=1)=[S:22])(=[O:19])[C:13]1[CH:18]=[CH:17][CH:16]=[CH:15][CH:14]=1. Procedure details: By the procedure of Example 18, 3-[(2-aminoethyl)-thiomethyl]pyridazine is reacted with benzoyl isothiocyanate to give N-benzoyl-N'-[2-(3-pyridazinylmethylthio)ethyl]thiourea. Removing the benzoyl group by the procedure of Example 18 gives N-[2-(3-pyridazinylmethylthio)ethyl]thiourea. The reactants are hydrotalcite, OCC(O)CO (glycerol), propylene oxide polyol, C1C(C)O1 (propylene oxide). Conditions: temperature 100 celsius. Product: OCC(O)CO.C1C(C)O1 (glycerol propylene oxide). RXN SMILES: [CH2:1]1[O:4][CH:2]1[CH3:3].[OH:5][CH2:6][CH:7]([CH2:9][OH:10])[OH:8]>>[OH:5][CH2:6][CH:7]([CH2:9][OH:10])[OH:8].[CH2:1]1[O:4][CH:2]1[CH3:3] |f:2.3|. Procedure: Calcined hydrotalcite (2.9 g), a glycerol initiated propylene oxide polyol (29.3 g, molecular weight 450) and propylene oxide (5.1 g) are combined in a 75-ml stainless steel reactor, (the reactor is purged with nitrogen) and heated to 100° C. All of the propylene oxide reacts to produce a glycerol-propylene oxide adduct. The reactants are C([O-])([O-])=O.[K+].[K+] (potassium carbonate), C(C)(=O)OC[C@@H]1OC(OC1)(C)C ((R)-4-acetoxymethyl-2,2-dimethyl-1,3-dioxolane), CO (methanol). Run in O (Water). Run at temperature 25 celsius, time 8 hour. The product is CC1(OC[C@@H](O1)CO)C ((S)-2,2-dimethyl-1,3-dioxolane-4-methanol). The yield is 89.7%. RXN SMILES: C(=O)([O-])[O-].[K+].[K+].C([O:10][CH2:11][C@H:12]1[CH2:16][O:15][C:14]([CH3:18])([CH3:17])[O:13]1)(=O)C.CO>O>[CH3:17][C:14]1([CH3:18])[O:13][C@@H:12]([CH2:11][OH:10])[CH2:16][O:15]1 |f:0.1.2|. Procedure details: Then potassium carbonate (66.96 g, 0.485 mol) was added to a mixture of (R)-4-acetoxymethyl-2,2-dimethyl-1,3-dioxolane (56.32 g, 0.323 mol) and methanol (400 ml) and resulting mixture was stirred for 8 hours at 25° C. After completion of the reaction the salt was filtered off and the filtrate was condensed in vacuo. Water was added to the residue and the mixture was extracted with methylene chloride. The extract was washed with saturated brine, dried over anhydrous sodium sulfate and condensed i... The reactants are BrC1CCC1, O=C([O-])[O-], CCOC(C)=O, CN(C)C=O, [Cs+], [Cs+], CCCc1nc(C)n(-c2ccc(O)c(F)c2)c(=O)c1Cc1ccc(-c2ccccc2C#N)cc1, O. Product: CCCc1nc(C)n(-c2ccc(OC3CCC3)c(F)c2)c(=O)c1Cc1ccc(-c2ccccc2C#N)cc1. RXN SMILES: [Br:35][CH:36]1[CH2:37][CH2:38][CH2:39]1.[C:40](=[O:41])([O-:42])[O-:43].[CH3:46][CH2:47][O:48][C:49](=[O:50])[CH3:51].[CH3:52][N:53]([CH3:54])[CH:55]=[O:56].[Cs+:44].[Cs+:45].[F:1][c:2]1[cH:3][c:4](-[n:9]2[c:10]([CH3:34])[n:11][c:12]([CH2:31][CH2:32][CH3:33])[c:13]([CH2:16][c:17]3[cH:18][cH:19][c:20](-[c:23]4[c:24]([C:29]#[N:30])[cH:25][cH:26][cH:27][cH:28]4)[cH:21][cH:22]3)[c:14]2=[O:15])[cH:5][cH:6][c:7]1[OH:8].[OH2:57]>>[F:1][c:2]1[cH:3][c:4](-[n:9]2[c:10]([CH3:34])[n:11][c:12]([CH2:31][CH2:32][CH3:33])[c:13]([CH2:16][c:17]3[cH:18][cH:19][c:20](-[c:23]4[c:24]([C:29]#[N:30])[cH:25][cH:26][cH:27][cH:28]4)[cH:21][cH:22]3)[c:14]2=[O:15])[cH:5][cH:6][c:7]1[O:8][CH:36]1[CH2:37][CH2:38][CH2:39]1. The reactants are C(C1=CC=CC=C1)C1=C(NC2=CC(=CC=C12)CN1CCN(CC1)C)C1=C(N=NC(=C1)C1=CC=NC=C1)OC (3-benzyl-2-(3-methoxy-6-pyridin-4-yl-pyridazin-4-yl)-6-(4-methyl-pi-perazin-1-ylmethyl)-1H-indole), C[Si](C)(C)Cl (TMSCl), [I-].[K+] (potassium iodide), C[Si](C)(C)Cl (TMSCl), [I-].[K+] (potassium iodide). Run in C(C)#N (acetonitrile). Yields the product C(C1=CC=CC=C1)C1=C(NC2=CC(=CC=C12)CN1CCN(CC1)C)C=1C(NN=C(C1)C1=CC=NC=C1)=O (4-[3-benzyl-6-(4-methyl-piperazin-1-ylmethyl)-1H-indol-2-yl]-6-pyridin-4-yl-2H-pyridazin-3-one). Isolated yield 31.9%. As a reaction SMILES: [CH2:1]([C:8]1[C:16]2[C:11](=[CH:12][C:13]([CH2:17][N:18]3[CH2:23][CH2:22][N:21]([CH3:24])[CH2:20][CH2:19]3)=[CH:14][CH:15]=2)[NH:10][C:9]=1[C:25]1[CH:30]=[C:29]([C:31]2[CH:36]=[CH:35][N:34]=[CH:33][CH:32]=2)[N:28]=[N:27][C:26]=1[O:37]C)[C:2]1[CH:7]=[CH:6][CH:5]=[CH:4][CH:3]=1.C[Si](Cl)(C)C.[I-].[K+]>C(#N)C>[CH2:1]([C:8]1[C:16]2[C:11](=[CH:12][C:13]([CH2:17][N:18]3[CH2:23][CH2:22][N:21]([CH3:24])[CH2:20][CH2:19]3)=[CH:14][CH:15]=2)[NH:10][C:9]=1[C:25]1[C:26](=[O:37])[NH:27][N:28]=[C:29]([C:31]2[CH:32]=[CH:33][N:34]=[CH:35][CH:36]=2)[CH:30]=1)[C:2]1[CH:3]=[CH:4][CH:5]=[CH:6][CH:7]=1 |f:2.3|. Procedure: 100 mg crude 3-benzyl-2-(3-methoxy-6-pyridin-4-yl-pyridazin-4-yl)-6-(4-methyl-pi-perazin-1-ylmethyl)-1H-indole are dissolved in 2.4 mL acetonitrile. 75 □L TMSCl and 99 mg potassium iodide are added. The reaction mixture is heated to reflux for 3 hours. Then again 75 □L TMSCl and 99 mg potassium iodide are added and the reaction mixture is refluxed for additional 2 hours. Purification by HPLC affords 31 mg (32%) 4-[3-benzyl-6-(4-methyl-piperazin-1-ylmethyl)-1H-indol-2-yl]-6-pyridin-4-yl-2H-pyrida...